Task: describe an organic reaction: reactants, conditions, products, and yield. Dataset: the Open Reaction Database (ORD), a public repository of structured organic reaction records Reactants: C1=CC=CC=2C3=CC=CC=C3CC12 (fluorene), [Li]CCCC (n-BuLi), IC (iodomethane). Run in C1CCOC1 (THF), C1CCOC1 (THF). Product: CC1C2=CC=CC=C2C=2C=CC=CC12 (9-methyl fluorene). The yield is 92.5%. RXN SMILES: [CH:1]1[C:13]2[CH2:12][C:11]3[C:6](=[CH:7][CH:8]=[CH:9][CH:10]=3)[C:5]=2[CH:4]=[CH:3][CH:2]=1.[Li][CH2:15]CCC.IC>C1COCC1>[CH3:15][CH:12]1[C:11]2[CH:10]=[CH:9][CH:8]=[CH:7][C:6]=2[C:5]2[C:13]1=[CH:1][CH:2]=[CH:3][CH:4]=2. Procedure details: To a solution of fluorene (10.0 g, 60.0 mmol) in 100 mL of THF was added n-BuLi (66.6 mmol) at -78° C. This solution was then added to a chilled solution of iodomethane (15.04 g, 90.6 mmol) in 60 mL of THF. The temperature was kept at about -20° C. to maintain a clear solution. The mixture was allowed to warm to room temperature and then quenched with saturated aqueous NH4Cl and evaporated to a residue which was partitioned between ethyl acetate and water. The organic layer was washed with brine... Reactants: CC1=C2[C@H](C(=O)[C@@]3([C@H](C[C@@H]4[C@]([C@H]3[C@@H]([C@@](C2(C)C)(C[C@@H]1OC(=O)[C@@H]([C@H](C5=CC=CC=C5)NC(=O)C6=CC=CC=C6)O)O)OC(=O)C7=CC=CC=C7)(CO4)OC(=O)C)O[C@H]8[C@@H]([C@H]([C@@H](CO8)O)O)O)C)OC(=O)C (taxol-7-xyloside), C1(=CC=CC=C1)NN (phenylhydrazine). Solvent: O (water), C(C)#N (acetonitrile). Product: CC1=C2[C@H](C(=O)[C@@]3([C@H](C[C@@H]4[C@]([C@H]3[C@@H]([C@@](C2(C)C)(C[C@@H]1OC(=O)[C@@H]([C@H](C=5C=CC=CC5)NC(=O)C=6C=CC=CC6)O)O)OC(=O)C=7C=CC=CC7)(CO4)OC(=O)C)O)C)OC(=O)C (Taxol). RXN SMILES: [CH3:1][C:2]1[C@@H:19]([O:20][C:21]([C@H:23]([OH:40])[C@@H:24]([NH:31][C:32]([C:34]2[CH:39]=[CH:38][CH:37]=[CH:36][CH:35]=2)=[O:33])[C:25]2[CH:30]=[CH:29][CH:28]=[CH:27][CH:26]=2)=[O:22])[CH2:18][C@:14]2([OH:41])[C:15]([CH3:17])([CH3:16])[C:3]=1[C@@H:4]([O:68][C:69]([CH3:71])=[O:70])[C:5]([C@@:7]1([CH3:67])[C@H:12]([C@@H:13]2[O:42][C:43]([C:45]2[CH:50]=[CH:49][CH:48]=[CH:47][CH:46]=2)=[O:44])[C@:11]2([O:53][C:54]([CH3:56])=[O:55])[CH2:51][O:52][C@@H:10]2[CH2:9][C@@H:8]1[O:57][C@@H]1OC[C@@H](O)[C@H](O)[C@H]1O)=[O:6].C1(NN)C=CC=CC=1>C(#N)C.O>[CH3:1][C:2]1[C@@H:19]([O:20][C:21]([C@H:23]([OH:40])[C@@H:24]([NH:31][C:32]([C:34]2[CH:35]=[CH:36][CH:37]=[CH:38][CH:39]=2)=[O:33])[C:25]2[CH:30]=[CH:29][CH:28]=[CH:27][CH:26]=2)=[O:22])[CH2:18][C@:14]2([OH:41])[C:15]([CH3:16])([CH3:17])[C:3]=1[C@@H:4]([O:68][C:69]([CH3:71])=[O:70])[C:5]([C@@:7]1([CH3:67])[C@H:12]([C@@H:13]2[O:42][C:43]([C:45]2[CH:46]=[CH:47][CH:48]=[CH:49][CH:50]=2)=[O:44])[C@:11]2([O:53][C:54]([CH3:56])=[O:55])[CH2:51][O:52][C@@H:10]2[CH2:9][C@@H:8]1[OH:57])=[O:6]. Procedure: In the manner of the procedure of EXAMPLE 1, 0.5 g of taxol-7-xyloside was oxidatively cleaved. The product, after treatment with phenylhydrazine, was taken up in 25% acetonitrile in water and applied to a column of 10 g of C-18 reverse phase silica. The column was eluted with a gradient of acetonitrile in water (30, 35, 40, 45 and 50%). Starting materials: CCCCCCCCC(CCCCCO)OCc1ccccc1, ClCCl, O=[Cr](=O)([O-])Cl, c1cc[nH+]cc1. The product is CCCCCCCCC(CCCCC=O)OCc1ccccc1. RXN SMILES: [CH2:12]([c:13]1[cH:14][cH:15][cH:16][cH:17][cH:18]1)[O:19][CH:20]([CH2:21][CH2:22][CH2:23][CH2:24][CH2:25][OH:26])[CH2:27][CH2:28][CH2:29][CH2:30][CH2:31][CH2:32][CH2:33][CH3:34].[CH2:35]([Cl:36])[Cl:37].[O:1]=[Cr:2]([Cl:3])([O-:4])=[O:5].[nH+:6]1[cH:7][cH:8][cH:9][cH:10][cH:11]1>>[CH2:12]([c:13]1[cH:14][cH:15][cH:16][cH:17][cH:18]1)[O:19][CH:20]([CH2:21][CH2:22][CH2:23][CH2:24][CH:25]=[O:26])[CH2:27][CH2:28][CH2:29][CH2:30][CH2:31][CH2:32][CH2:33][CH3:34].